From a dataset of the Open Reaction Database (ORD), a public repository of structured organic reaction records. describe an organic reaction: reactants, conditions, products, and yield Starting materials: C([O-])([O-])=O.[K+].[K+] (potassium carbonate), S(=S)(=O)([O-])[O-].[Na+].[Na+] (sodium thiosulphate), OC=1C=C(C(=O)NC2=NN(C=C2)C)C=C(C1)O[C@H](COC)C (3-hydroxy-5-[(1S)-2-methoxy-(1-methylethyl)oxy]-N-(1-methyl-1H-pyrazol-3-yl)benzamide), I[Si](C)(C)C (iodotrimethylsilane), resultant mixture. Run in CO (Methanol), C(C)#N (acetonitrile). Run at time 15 minute. Product: OC=1C=C(C(=O)NC2=NN(C=C2)C)C=C(C1)O[C@H](CO)C (3-Hydroxy-5-{[(S)-2-hydroxy-1-methylethyl]oxy}-N-(1-methyl-1H-pyrazol-3-yl)benzamide). The yield is 74.4%. Reaction SMILES: [OH:1][C:2]1[CH:3]=[C:4]([CH:14]=[C:15]([O:17][C@@H:18]([CH3:22])[CH2:19][O:20]C)[CH:16]=1)[C:5]([NH:7][C:8]1[CH:12]=[CH:11][N:10]([CH3:13])[N:9]=1)=[O:6].I[Si](C)(C)C.C(=O)([O-])[O-].[K+].[K+].S([O-])([O-])(=O)=S.[Na+].[Na+]>C(#N)C.CO>[OH:1][C:2]1[CH:3]=[C:4]([CH:14]=[C:15]([O:17][C@@H:18]([CH3:22])[CH2:19][OH:20])[CH:16]=1)[C:5]([NH:7][C:8]1[CH:12]=[CH:11][N:10]([CH3:13])[N:9]=1)=[O:6] |f:2.3.4,5.6.7|. Procedure details: To a solution of 3-hydroxy-5-[(1S)-2-methoxy-(1-methylethyl)oxy]-N-(1-methyl-1H-pyrazol-3-yl)benzamide (10.0 g) in acetonitrile (200 mL), under an atmosphere of argon, was added iodotrimethylsilane (23.8 mL) and the resultant mixture stirred for 16 hours. Methanol (30 mL) was then added and the mixture stirred for 15 minutes, saturated potassium carbonate (30 mL) and sodium thiosulphate (0.5 g) were then added and the mixture stirred for 2 hours. The acetonitrile was removed in vacuo, the residu...